Dataset: the Open Reaction Database (ORD), a public repository of structured organic reaction records. Task: describe an organic reaction: reactants, conditions, products, and yield Reactants: COc1ccc(Br)cc1[N+](=O)[O-], C[Sn](C)(C)c1ccsc1, COc1ccc(-c2ccccc2)c2sc(NC(=O)N3CCOCC3)nc12. The product is COc1ccc(-c2ccsc2)c2sc(NC(=O)N3CCOCC3)nc12. Reaction SMILES: [Br:1][c:2]1[cH:3][cH:4][c:5]([O:6][CH3:7])[c:8]([N+:9]([O-:10])=[O:11])[cH:12]1.[CH3:13][Sn:14]([c:15]1[cH:16][s:17][cH:18][cH:19]1)([CH3:20])[CH3:21].[CH3:22][O:23][c:24]1[cH:25][cH:26][c:27](-[c:42]2[cH:43][cH:44][cH:45][cH:46][cH:47]2)[c:28]2[c:29]1[n:30][c:31]([NH:33][C:34](=[O:35])[N:36]1[CH2:37][CH2:38][O:39][CH2:40][CH2:41]1)[s:32]2>>[c:15]1(-[c:27]2[cH:26][cH:25][c:24]([O:23][CH3:22])[c:29]3[c:28]2[s:32][c:31]([NH:33][C:34](=[O:35])[N:36]2[CH2:37][CH2:38][O:39][CH2:40][CH2:41]2)[n:30]3)[cH:16][s:17][cH:18][cH:19]1. Starting materials: C1(CC1)COC1=C(C=CC(=N1)C(=O)O)C1(CCC1)F (6-(cyclopropylmethoxy)-5-(1-fluorocyclobutyl)pyridine-2-carboxylic acid), Cl.O=S1(CNC(C1)C(=O)N)=O (1,1-dioxo-1,3-thiazolidine-4-carboxamide hydrochloride). The product is C1(CC1)COC1=C(C=CC(=N1)C(=O)N1CS(CC1C(=O)N)(=O)=O)C1(CCC1)F (3-[6-(Cyclopropylmethoxy)-5-(1-fluorocyclobutyl)pyridine-2-carbonyl]-1,1-dioxo-1,3-thiazolidine-4-carboxamide). Reaction SMILES: [CH:1]1([CH2:4][O:5][C:6]2[N:11]=[C:10]([C:12]([OH:14])=O)[CH:9]=[CH:8][C:7]=2[C:15]2([F:19])[CH2:18][CH2:17][CH2:16]2)[CH2:3][CH2:2]1.Cl.[O:21]=[S:22]1(=[O:30])[CH2:26][CH:25]([C:27]([NH2:29])=[O:28])[NH:24][CH2:23]1>>[CH:1]1([CH2:4][O:5][C:6]2[N:11]=[C:10]([C:12]([N:24]3[CH:25]([C:27]([NH2:29])=[O:28])[CH2:26][S:22](=[O:30])(=[O:21])[CH2:23]3)=[O:14])[CH:9]=[CH:8][C:7]=2[C:15]2([F:19])[CH2:18][CH2:17][CH2:16]2)[CH2:2][CH2:3]1 |f:1.2|. Procedure: In analogy to the procedure described in Example 127 e), 6-(cyclopropylmethoxy)-5-(1-fluorocyclobutyl)pyridine-2-carboxylic acid (Example 130 f) was reacted with 1,1-dioxo-1,3-thiazolidine-4-carboxamide hydrochloride (Example 127 d) to give the title compound as yellow oil, MS (EI): m/e=412.13 [MH+]. Starting materials: C(C1=CC=CC=C1)(C1=CC=CC=C1)(C1=CC=CC=C1)NS(OC[C@H]1O[C@H]([C@@H]2OC(O[C@@H]21)(C)C)N2C1=NC=NC(=C1N=C2)CN)(=O)=O ({(3aR,4R,6R,6aR)-6-[6-(aminomethyl)-9H-purin-9-yl]-2,2-dimethyltetrahydrofuro[3,4-d][1,3]dioxol-4-yl}methyl tritylsulfamate), COC1=C(C(=O)Cl)C=CC=C1 (2-methoxybenzoyl chloride). Product: C(C1=CC=CC=C1)(C1=CC=CC=C1)(C1=CC=CC=C1)NS(OC[C@H]1O[C@H]([C@@H]2OC(O[C@@H]21)(C)C)N2C1=NC=NC(=C1N=C2)CNC(C2=C(C=CC=C2)OC)=O)(=O)=O ([(3aR,4R,6R,6aR)-6-(6-{[(2-methoxybenzoyl)amino]methyl}-9H-purin-9-yl)-2,2-dimethyltetrahydrofuro[3,4-d][1,3]dioxol-4-yl]methyl tritylsulfamate). RXN SMILES: [C:1]([NH:20][S:21](=[O:46])(=[O:45])[O:22][CH2:23][C@@H:24]1[C@@H:31]2[C@@H:27]([O:28][C:29]([CH3:33])([CH3:32])[O:30]2)[C@H:26]([N:34]2[CH:42]=[N:41][C:40]3[C:35]2=[N:36][CH:37]=[N:38][C:39]=3[CH2:43][NH2:44])[O:25]1)([C:14]1[CH:19]=[CH:18][CH:17]=[CH:16][CH:15]=1)([C:8]1[CH:13]=[CH:12][CH:11]=[CH:10][CH:9]=1)[C:2]1[CH:7]=[CH:6][CH:5]=[CH:4][CH:3]=1.[CH3:47][O:48][C:49]1[CH:57]=[CH:56][CH:55]=[CH:54][C:50]=1[C:51](Cl)=[O:52]>>[C:1]([NH:20][S:21](=[O:45])(=[O:46])[O:22][CH2:23][C@@H:24]1[C@@H:31]2[C@@H:27]([O:28][C:29]([CH3:33])([CH3:32])[O:30]2)[C@H:26]([N:34]2[CH:42]=[N:41][C:40]3[C:35]2=[N:36][CH:37]=[N:38][C:39]=3[CH2:43][NH:44][C:51](=[O:52])[C:50]2[CH:54]=[CH:55][CH:56]=[CH:57][C:49]=2[O:48][CH3:47])[O:25]1)([C:8]1[CH:9]=[CH:10][CH:11]=[CH:12][CH:13]=1)([C:2]1[CH:3]=[CH:4][CH:5]=[CH:6][CH:7]=1)[C:14]1[CH:15]=[CH:16][CH:17]=[CH:18][CH:19]=1. Reported procedure: The title compound was prepared following the procedure described in Example 127, step a using {(3aR,4R,6R,6aR)-6-[6-(aminomethyl)-9H-purin-9-yl]-2,2-dimethyltetrahydrofuro[3,4-d][1,3]dioxol-4-yl}methyl tritylsulfamate and 2-methoxybenzoyl chloride. Reactants: COC(C1=C(C=CC(=C1)Cl)[N+](=O)[O-])OC (5-chloro-2-nitrobenzaldehyde dimethylacetal), OC1CCNCC1 (4-hydroxypiperidine), O (water). Run in CN(C=O)C (N,N-dimethylformamide). Yields the product COC(C1=C(C=CC(=C1)N1CCC(CC1)O)[N+](=O)[O-])OC (5-(4-hydroxypiperidino)-2-nitrobenzaldehyde dimethylacetal). Isolated yield 67.2%. As a reaction SMILES: [CH3:1][O:2][CH:3]([O:14][CH3:15])[C:4]1[CH:9]=[C:8](Cl)[CH:7]=[CH:6][C:5]=1[N+:11]([O-:13])=[O:12].[OH:16][CH:17]1[CH2:22][CH2:21][NH:20][CH2:19][CH2:18]1.O>CN(C)C=O>[CH3:1][O:2][CH:3]([O:14][CH3:15])[C:4]1[CH:9]=[C:8]([N:20]2[CH2:21][CH2:22][CH:17]([OH:16])[CH2:18][CH2:19]2)[CH:7]=[CH:6][C:5]=1[N+:11]([O-:13])=[O:12]. Procedure: A solution of 5 g of 5-chloro-2-nitrobenzaldehyde dimethylacetal and 8.8 g of 4-hydroxypiperidine in 20 ml of N,N-dimethylformamide was heated at 80 ° C. for 14 hr. The reaction mixture was poured into water, and extracted with ethyl acetate. The extract was washed with water, dried, and evaporated under a reduced pressure. The residue was purified by a silica gel column chromatography to give 4.3 g of 5-(4-hydroxypiperidino)-2-nitrobenzaldehyde dimethylacetal. Starting materials: CCN(CC)CCCl, Cc1cc(C(F)(F)F)n(C)c(=O)c1-c1ccc(CC(NC(=O)c2c(Cl)cccc2Cl)C(=O)O)cc1, Cl. Yields the product CCN(CC)CCOC(=O)C(Cc1ccc(-c2c(C)cc(C(F)(F)F)n(C)c2=O)cc1)NC(=O)c1c(Cl)cccc1Cl. RXN SMILES: [CH2:37]([CH3:38])[N:39]([CH2:40][CH3:41])[CH2:42][CH2:43][Cl:44].[Cl:1][c:2]1[c:3]([C:9](=[O:10])[NH:11][CH:12]([CH2:13][c:14]2[cH:15][cH:16][c:17](-[c:20]3[c:21](=[O:32])[n:22]([CH3:31])[c:23]([C:27]([F:28])([F:29])[F:30])[cH:24][c:25]3[CH3:26])[cH:18][cH:19]2)[C:33](=[O:34])[OH:35])[c:4]([Cl:8])[cH:5][cH:6][cH:7]1.[ClH:36]>>[Cl:1][c:2]1[c:3]([C:9](=[O:10])[NH:11][CH:12]([CH2:13][c:14]2[cH:15][cH:16][c:17](-[c:20]3[c:21](=[O:32])[n:22]([CH3:31])[c:23]([C:27]([F:28])([F:29])[F:30])[cH:24][c:25]3[CH3:26])[cH:18][cH:19]2)[C:33]([O:34][CH2:43][CH2:42][N:39]([CH2:37][CH3:38])[CH2:40][CH3:41])=[O:35])[c:4]([Cl:8])[cH:5][cH:6][cH:7]1.